This data is from the Open Reaction Database (ORD), a public repository of structured organic reaction records. The task is: describe an organic reaction: reactants, conditions, products, and yield The reactants are C(C)(C)(C)C=1C=C(C(=C(C1)NC(OCC(Cl)(Cl)Cl)=O)OC)C(C(F)(F)F)O (2,2,2-trichloroethyl 5-tert-butyl-2-methoxy-3-(2,2,2-trifluoro-1-hydroxyethyl)phenylcarbamate), NC1CC2=CC=CC=C2C1 (2-aminoindane), C(C)(C)N(C(C)C)CC (N,N-diisopropylethylamine). Run in C(C)#N (acetonitrile). Reaction conditions: temperature 110 celsius, time 18 hour. The product is C(C)(C)(C)C=1C=C(C(=C(C1)NC(=O)NC1CC2=CC=CC=C2C1)OC)C(C(F)(F)F)O (1-(5-tert-butyl-2-methoxy-3-(2,2,2-trifluoro-1-hydroxyethyl)phenyl)-3-(2,3-dihydro-1H-indene-2-yl)urea). The yield is 92.1%. As a reaction SMILES: [C:1]([C:5]1[CH:6]=[C:7]([CH:22]([OH:27])[C:23]([F:26])([F:25])[F:24])[C:8]([O:20][CH3:21])=[C:9]([NH:11][C:12](=[O:19])OCC(Cl)(Cl)Cl)[CH:10]=1)([CH3:4])([CH3:3])[CH3:2].[NH2:28][CH:29]1[CH2:37][C:36]2[C:31](=[CH:32][CH:33]=[CH:34][CH:35]=2)[CH2:30]1.C(N(CC)C(C)C)(C)C>C(#N)C>[C:1]([C:5]1[CH:6]=[C:7]([CH:22]([OH:27])[C:23]([F:26])([F:24])[F:25])[C:8]([O:20][CH3:21])=[C:9]([NH:11][C:12]([NH:28][CH:29]2[CH2:37][C:36]3[C:31](=[CH:32][CH:33]=[CH:34][CH:35]=3)[CH2:30]2)=[O:19])[CH:10]=1)([CH3:4])([CH3:2])[CH3:3]. Reported procedure: To a solution of 2,2,2-trichloroethyl 5-tert-butyl-2-methoxy-3-(2,2,2-trifluoro-1-hydroxyethyl)phenylcarbamate (0.150 g, 0.331 mmol) and 2-aminoindane (0.053 g, 0.398 mmol) in acetonitrile (1.0 mL), N,N-diisopropylethylamine (0.173 mL, 0.994 mmol) was added, and the mixture was stirred at 110° C. for 18 hours. The reaction mixture was evaporated under reduced pressure. The obtained residue was purified by silica gel column chromatography (ethyl acetate/n-hexane=0/100-60/40) to obtain 0.133 g of ... Reactants: C(C=C)(=O)OC (methyl acrylate), C(C(=C)C)(=O)OCC1CO1 (glycidyl methacrylate), ( 1 ). Product: C(C=C)(=O)OC.C(C1CO1)OC(C(=C)C)=O (methyl acrylate glycidylmethacrylate). RXN SMILES: [C:1]([O:5][CH3:6])(=[O:4])[CH:2]=[CH2:3].[C:7]([O:12][CH2:13][CH:14]1[O:16][CH2:15]1)(=[O:11])[C:8]([CH3:10])=[CH2:9]>>[C:1]([O:5][CH3:6])(=[O:4])[CH:2]=[CH2:3].[CH2:13]([O:12][C:7](=[O:11])[C:8]([CH3:10])=[CH2:9])[CH:14]1[O:16][CH2:15]1 |f:2.3|. Reported procedure: Using methyl acrylate (21.5 g, 0.25 mole) and glycidyl methacrylate (14.2 g, 0.10 mole), the polymerization was carried out in the same manner as described in Synthesis Example 12, (1). The precipitate was filtered and dried under reduced pressure to give 21.0 g of poly(methyl acrylate/glycidylmethacrylate) as a colorless viscous oil having Mw 35000 and Mn 18000 (GPC with polystyrene calibration). The composition of the polymer was found to be methyl acrylate unit and glycidyl methacrylate unit ... Reactants: COC(=O)c1ccc(NC(=O)n2ccnc2)cc1C, CC(C)(C)CC1CNC(c2cccc(Cl)c2F)C1(C#N)c1ccc(Cl)cc1F, ClCCl. Yields the product COC(=O)c1ccc(NC(=O)N2CC(CC(C)(C)C)C(C#N)(c3ccc(Cl)cc3F)C2c2cccc(Cl)c2F)cc1C. Reaction SMILES: [CH3:29][O:30][C:31]([c:32]1[c:33]([CH3:46])[cH:34][c:35]([NH:38][C:39](=[O:40])[n:41]2[cH:42][cH:43][n:44][cH:45]2)[cH:36][cH:37]1)=[O:47].[Cl:1][c:2]1[c:3]([F:28])[c:4]([CH:8]2[NH:9][CH2:10][CH:11]([CH2:23][C:24]([CH3:25])([CH3:26])[CH3:27])[C:12]2([C:13]#[N:14])[c:15]2[c:16]([F:22])[cH:17][c:18]([Cl:21])[cH:19][cH:20]2)[cH:5][cH:6][cH:7]1.[Cl:48][CH2:49][Cl:50]>>[Cl:1][c:2]1[c:3]([F:28])[c:4]([CH:8]2[N:9]([C:39]([NH:38][c:35]3[cH:34][c:33]([CH3:46])[c:32]([C:31]([O:30][CH3:29])=[O:47])[cH:37][cH:36]3)=[O:40])[CH2:10][CH:11]([CH2:23][C:24]([CH3:25])([CH3:26])[CH3:27])[C:12]2([C:13]#[N:14])[c:15]2[c:16]([F:22])[cH:17][c:18]([Cl:21])[cH:19][cH:20]2)[cH:5][cH:6][cH:7]1. The reactants are OC(C=CC1N(C(CC1)=O)CC(CCCCC(=O)O)=O)CCCCC (7-[2-(3-hydroxy-1-octen-1-yl)-5-oxopyrrolidin-1-yl]-6-oxo-1-heptanoic acid), [BH4-].[Na+] (sodium borohydride). Run in C(C)O (ethanol). Reaction conditions: time 2 hour. Product: OC(C=CC1N(C(CC1)=O)CC(CCCCC(=O)O)O)CCCCC (7-[2-(3-hydroxy-1-octen-1-yl)-5-oxopyrrolidin-1-yl]-6-hydroxy-1-heptanoic acid). Isolated yield 139.2%. RXN SMILES: [OH:1][CH:2]([CH2:21][CH2:22][CH2:23][CH2:24][CH3:25])[CH:3]=[CH:4][CH:5]1[CH2:9][CH2:8][C:7](=[O:10])[N:6]1[CH2:11][C:12](=[O:20])[CH2:13][CH2:14][CH2:15][CH2:16][C:17]([OH:19])=[O:18].[BH4-].[Na+]>C(O)C>[OH:1][CH:2]([CH2:21][CH2:22][CH2:23][CH2:24][CH3:25])[CH:3]=[CH:4][CH:5]1[CH2:9][CH2:8][C:7](=[O:10])[N:6]1[CH2:11][CH:12]([OH:20])[CH2:13][CH2:14][CH2:15][CH2:16][C:17]([OH:19])=[O:18] |f:1.2|. Reported procedure: To a solution of 14 (over 100 mg) in 3 mL of ethanol at 0° was added 45 mg of sodium borohydride. After stirring two hours at 0°, it was quenched with a few drops of acetic acid. Saturated sodium chloride was added, followed by extraction with methylene chloride three times. The combined organic layer was then dried over magnesium sulfate. Removal of the solvent gave 140 mg of 7-[2-(3-hydroxy-1-octen-1-yl)-5-oxopyrrolidin-1-yl]-6-hydroxy-1-heptanoic acid (15). IR (CH2Cl2): 3500-2600 (br), 1720, ...